From a dataset of the Open Reaction Database (ORD), a public repository of structured organic reaction records. describe an organic reaction: reactants, conditions, products, and yield Reactants: CO, O=CO, CC1(C)OCC(CCn2cnc3c(N=[N+]=[N-])nc(N)nc32)CO1, N. Reaction SMILES: [CH3:28][OH:29].[CH:24]([OH:25])=[O:26].[NH2:1][c:2]1[n:3][c:4]([N:21]=[N+:22]=[N-:23])[c:5]2[n:6][cH:7][n:8]([CH2:11][CH2:12][CH:13]3[CH2:14][O:15][C:16]([CH3:19])([CH3:20])[O:17][CH2:18]3)[c:9]2[n:10]1.[NH3:27]>>[NH2:1][c:2]1[n:3][c:4]([NH2:21])[c:5]2[n:6][cH:7][n:8]([CH2:11][CH2:12][CH:13]3[CH2:14][O:15][C:16]([CH3:19])([CH3:20])[O:17][CH2:18]3)[c:9]2[n:10]1. The product is CC1(C)OCC(CCn2cnc3c(N)nc(N)nc32)CO1. The reactants are CSC=1N=NC2=C(N1)N=C(NC2=O)C2=C(C=CC=C2)OCCC (3-Methylthio-8-oxo-6-(2-propoxyphenyl)-7,8-dihydropyrimido[4,5-e][1,2,4]triazine), CNC (dimethylamine). The solvent is industrial methylated spirit, [OH-].[Na+] (sodium hydroxide). The product is CN(C=1N=NC2=C(N1)N=C(NC2=O)C2=C(C=CC=C2)OCCC)C (3-Dimethylamino-8-oxo-6-(2-propoxyphenyl)-7,8-dihydropyrimido[4,5-e][1,2,4]triazine). Reaction SMILES: CS[C:3]1[N:4]=[N:5][C:6]2[C:12](=[O:13])[NH:11][C:10]([C:14]3[CH:19]=[CH:18][CH:17]=[CH:16][C:15]=3[O:20][CH2:21][CH2:22][CH3:23])=[N:9][C:7]=2[N:8]=1.[CH3:24][NH:25][CH3:26]>[OH-].[Na+]>[CH3:24][N:25]([CH3:26])[C:3]1[N:4]=[N:5][C:6]2[C:12](=[O:13])[NH:11][C:10]([C:14]3[CH:19]=[CH:18][CH:17]=[CH:16][C:15]=3[O:20][CH2:21][CH2:22][CH3:23])=[N:9][C:7]=2[N:8]=1 |f:2.3|. Procedure: 3-Methylthio-8-oxo-6-(2-propoxyphenyl)-7,8-dihydropyrimido[4,5-e][1,2,4]triazine (0.6 g) was treated with a solution of dimethylamine in industrial methylated spirit (33%, 20 ml) at 100° C. in a pressure vessel for 24 hours. The cooled reaction mixture was evaporated under reduced pressure to afford a yellow solid residue which was dissolved in dilute aqueous sodium hydroxide and filtered. The filtrate was acidified with a few drops of concentrated hydrochloric acid to afford a yellow precipitat... The reactants are CCOCC, CC1(C)OCC(CO)O1, Cl, Cc1ccc(S(=O)(=O)O)cc1, c1ccncc1. Yields the product Cc1ccc(S(=O)(=O)OCC2COC(C)(C)O2)cc1. RXN SMILES: [CH2:22]([O:23][CH2:24][CH3:25])[CH3:26].[CH3:1][C:2]1([CH3:9])[O:3][CH2:4][CH:5]([CH2:7][OH:8])[O:6]1.[ClH:21].[c:10]1([CH3:20])[cH:11][cH:12][c:13]([S:16](=[O:17])(=[O:18])[OH:19])[cH:14][cH:15]1.[cH:27]1[cH:28][cH:29][n:30][cH:31][cH:32]1>>[CH3:1][C:2]1([CH3:9])[O:3][CH2:4][CH:5]([CH2:7][O:8][S:16]([c:13]2[cH:12][cH:11][c:10]([CH3:20])[cH:15][cH:14]2)(=[O:17])=[O:18])[O:6]1. The reactants are Cc1cc(Oc2cccc(C(C)(C)C)c2)c(C(F)(F)F)cc1[N+](=O)[O-], CO, Cl, O, O, Cl[Sn]Cl. Product: Cc1cc(Oc2cccc(C(C)(C)C)c2)c(C(F)(F)F)cc1N. Reaction SMILES: [C:7]([CH3:8])([CH3:9])([CH3:10])[c:11]1[cH:12][c:13]([O:14][c:15]2[cH:16][c:17]([CH3:28])[c:18]([N+:25]([O-:26])=[O:27])[cH:19][c:20]2[C:21]([F:22])([F:23])[F:24])[cH:29][cH:30][cH:31]1.[CH3:32][OH:33].[ClH:6].[OH2:1].[OH2:2].[Sn:3]([Cl:4])[Cl:5]>>[C:7]([CH3:8])([CH3:9])([CH3:10])[c:11]1[cH:12][c:13]([O:14][c:15]2[cH:16][c:17]([CH3:28])[c:18]([NH2:25])[cH:19][c:20]2[C:21]([F:22])([F:23])[F:24])[cH:29][cH:30][cH:31]1. Starting materials: C1(CCCCCC1)CO (Cycloheptanemethanol), [O-]S(=O)(=O)[O-].[Mg+2] (MgSO4), [Cr](=O)(=O)([O-])Cl.[NH+]1=CC=CC=C1 (Pyridinium chlorochromate). The solvent is C(Cl)Cl (methylene chloride). Run at time 2.5 hour. The product is C1(CCCCCC1)C=O (Cycloheptanecarboxaldehyde). The yield is 92.3%. As a reaction SMILES: [CH:1]1([CH2:8][OH:9])[CH2:7][CH2:6][CH2:5][CH2:4][CH2:3][CH2:2]1.[O-]S([O-])(=O)=O.[Mg+2].[Cr](Cl)([O-])(=O)=O.[NH+]1C=CC=CC=1>C(Cl)Cl>[CH:1]1([CH:8]=[O:9])[CH2:7][CH2:6][CH2:5][CH2:4][CH2:3][CH2:2]1 |f:1.2,3.4|. Procedure: Cycloheptanemethanol (20 mmol, 2.56 g) was combined with methylene chloride (40 ml), Celite® (2.56 g), and MgSO4 (0.5 g). Pyridinium chlorochromate (30 mmol, 6.47 g) was added. After 2.5 hours, the mixture was filtered through silica and concentrated, affording the title compound as an oil (2.33 g, 91%).